From a dataset of the Open Reaction Database (ORD), a public repository of structured organic reaction records. describe an organic reaction: reactants, conditions, products, and yield The reactants are COc1ccc(C)cc1 (substrate), Cc1ccc([Mg]Br)cc1 (effective_coupling_partner). The reagents and catalysts are C1-CDC. Conditions: temperature 60 celsius, time 4 hour. Yields the product Cc2ccc(c1ccc(C)cc1)cc2. Starting materials: COC=1C=CC(=C(C1)N)OC=1C=C2CCC(OC2=CC1)C1=CC=CC=C1 (5-methoxy-2-(2-phenylchroman-6-yloxy)phenylamine), FC=1C=C(C=CC1)C1CC2=CC=C(C=C2C1)O (2-(3-fluorophenyl)indan-5-ol). The product is COC=1C=CC(=C(C1)N)OC=1C=C2CC(CC2=CC1)C1=CC(=CC=C1)F (5-Methoxy-2-[2-(3-fluorophenyl)indan-5-yloxy]phenylamine). RXN SMILES: [CH3:1][O:2][C:3]1[CH:4]=[CH:5][C:6]([O:10][C:11]2[CH:12]=[C:13]3[C:18](=[CH:19][CH:20]=2)OC(C2C=CC=CC=2)CC3)=[C:7]([NH2:9])[CH:8]=1.[F:27][C:28]1[CH:29]=[C:30]([CH:34]2[CH2:42]C3C(=CC=C(O)C=3)[CH2:35]2)[CH:31]=[CH:32][CH:33]=1>>[CH3:1][O:2][C:3]1[CH:4]=[CH:5][C:6]([O:10][C:11]2[CH:12]=[C:13]3[C:18](=[CH:19][CH:20]=2)[CH2:42][CH:34]([C:30]2[CH:31]=[CH:32][CH:33]=[C:28]([F:27])[CH:29]=2)[CH2:35]3)=[C:7]([NH2:9])[CH:8]=1. Reported procedure: 5-Methoxy-2-[2-(3-fluorophenyl)indan-5-yloxy]phenylamine was prepared as described for 5-methoxy-2-(2-phenylchroman-6-yloxy)phenylamine in Example 3(a-b) using 500 mg of 2-(3-fluorophenyl)indan-5-ol. 1H-NMR (400 MHz, CDCl3): 7.26-7.21 (m, 1H), 7.16 (d, 1H, J 2.9 Hz), 7.09 (d, 1H, J 8.2 Hz), 7.02 (d, 1H, J 7.7 Hz), 6.96-6.88 (m, 4H), 6.83 (d, 1H, J 9.1 Hz), 6.72 (dd, 1H, J 2.9, 9.1 Hz), 3.69 (s, 3H), 3.65 (k, 1H, J 8.8 Hz), 3.26-3.19 (m, 2H), 2.94 (dd, 2H, J 8.8, 15.1 Hz). Reactants: FC(C1=C(C=CC=C1)NC(C1=CC=CC=C1)=O)(F)F (N-(2-trifluoromethylphenyl)-benzamide), P(Cl)(Cl)(Cl)(Cl)Cl (phosphorus pentachloride). Run in C1(=CC=CC=C1)C (toluene). Product: FC(C1=C(C=CC=C1)N=C(C1=CC=CC=C1)Cl)(F)F (N-(2-trifluoromethylphenyl)-benzenecarboximidoyl chloride). Isolated yield 101.5%. Reaction SMILES: [F:1][C:2]([F:19])([F:18])[C:3]1[CH:8]=[CH:7][CH:6]=[CH:5][C:4]=1[NH:9][C:10](=O)[C:11]1[CH:16]=[CH:15][CH:14]=[CH:13][CH:12]=1.P(Cl)(Cl)(Cl)(Cl)[Cl:21]>C1(C)C=CC=CC=1>[F:1][C:2]([F:19])([F:18])[C:3]1[CH:8]=[CH:7][CH:6]=[CH:5][C:4]=1[N:9]=[C:10]([Cl:21])[C:11]1[CH:16]=[CH:15][CH:14]=[CH:13][CH:12]=1. Reported procedure: Using the procedure of Step B of Example 6, 26.52 g of the product of Step A and 22.9 g of phosphorus pentachloride were reacted in 160 ml of dry toluene to obtain 28.8 g of N-(2-trifluoromethylphenyl)-benzenecarboximidoyl chloride as an oil which was used as is for the next step. The solvent is O1CCOCC1 (dioxane). Product: FC=1C=CC=C2C=C(N(C(C12)=O)C=1C=NC=CC1)C (8-Fluoro-3-methyl-2-pyridin-3-yl-2H-isoquinolin-1-one). Reported procedure: 2-Fluoro-6-(2-oxo-propyl)-benzoic acid (12.33 g, 31.43 mmol) and 3-aminopyridine (5.12 g, 54.4 mmol) in 25 mL dioxane were refluxed overnight. The reaction mixture was poured into water (250 mL). The mixture was extracted with ethyl acetate (200 mL). The organic phase was washed with brine, dried over MgSO4 and filtered through a pad of silica gel. The silica gel pad was washed with 250 mL ethyl acetate. The organic fractions were combined and rotavaped. The crude product was flash chromatograph... The yield is 16.3%. Reaction SMILES: [F:1][C:2]1[CH:10]=[CH:9][CH:8]=[C:7]([CH2:11][C:12](=O)[CH3:13])[C:3]=1[C:4]([OH:6])=O.[NH2:15][C:16]1[CH:17]=[N:18][CH:19]=[CH:20][CH:21]=1.O>O1CCOCC1>[F:1][C:2]1[CH:10]=[CH:9][CH:8]=[C:7]2[C:3]=1[C:4](=[O:6])[N:15]([C:16]1[CH:17]=[N:18][CH:19]=[CH:20][CH:21]=1)[C:12]([CH3:13])=[CH:11]2. Starting materials: FC1=C(C(=O)O)C(=CC=C1)CC(C)=O (2-Fluoro-6-(2-oxo-propyl)-benzoic acid), NC=1C=NC=CC1 (3-aminopyridine), O (water). Solvent: COCCOCCOC (diglyme). Reaction SMILES: [BH4-].[Na+].[CH3:3][C@H:4]1[CH2:9][C@@H:8]([OH:10])[C@H:7]([C:11]([CH3:13])=[CH2:12])[CH2:6][CH2:5]1.B(F)(F)F.CC[O:20]CC.OO>COCCOCCOC>[OH:20][CH2:12][CH:11]([C@@H:7]1[CH2:6][CH2:5][C@@H:4]([CH3:3])[CH2:9][C@H:8]1[OH:10])[CH3:13] |f:0.1,3.4|. Reactants: [BH4-].[Na+] (sodium borohydride), C[C@@H]1CC[C@H]([C@@H](C1)O)C(=C)C ((-)-isopulegol), OO (hydrogen peroxide), B(F)(F)F.CCOCC (boron trifluoride etherate). Reaction conditions: time 15 minute. Isolated yield 200.9%. Procedure details: 5.1 g (0.13 mol) of sodium borohydride, 700 ml of diglyme and 50.0 g (0.32 mol) of (-)-isopulegol were charged into a 1λ three-necked flask equipped with a condenser, a dropping funnel, a thermometer and a magnetic stirrer. 23.0 ml (0.13 mol) of boron trifluoride etherate was put in the flask on a water bath, and the contents thereof were agitated well for 15 min (precipitated). Further, the contents were agitated at room temperature for 1 hr, and then 50 ml of water was added to thereby decompo... The product is OCC(C)[C@H]1[C@@H](C[C@@H](CC1)C)O ((1R, 2S, 5R)-2-(2-hydroxy-1-methylethyl)-5-methylcyclohexanol). Reactants: COC1(OC2CCC2O1)C (3-methoxy-3-methyl-2,4-dioxa-bicyclo[3,2,0]heptane), C(C)(=O)Cl (acetyl chloride). Product: Cl[C@H]1[C@@H](CC1)OC(C)=O (trans-1-chloro-2-acetoxy-cyclobutane). Isolated yield 83.5%. As a reaction SMILES: C[O:2][C:3]1([CH3:10])O[CH:8]2[CH:5]([CH2:6][CH2:7]2)[O:4]1.C([Cl:14])(=O)C>>[Cl:14][C@@H:8]1[CH2:7][CH2:6][C@H:5]1[O:4][C:3](=[O:2])[CH3:10]. Procedure details: 28.9 g (0.2 mol) of 3-methoxy-3-methyl-2,4-dioxa-bicyclo[3,2,0]heptane (stereoisomer mixture) and 15.4 g (0.2 mol) of acetyl chloride are heated to the reflux for 5 hours. Distillation in vacuo gives 24.8 g (84%) of trans-1-chloro-2-acetoxy-cyclobutane. Boiling point19 79°, nD20 1.4473. Starting materials: ClCC(CO)O (1-chloro-2,3-propanediol), OC(CN(CCCC)CC(CO)O)CO (bis(2,3-dihydroxypropyl)-n-butylamine). Reaction conditions: time 26 hour. The product is [Cl-].C(CCC)[N+](CC(CO)O)(CC(CO)O)CC(CO)O (n-butyl-tris(2,3-dihydroxypropyl)ammonium chloride). RXN SMILES: [Cl:1][CH2:2][CH:3]([OH:6])[CH2:4][OH:5].[OH:7][CH:8]([CH2:20][OH:21])[CH2:9][N:10]([CH2:15][CH:16]([OH:19])[CH2:17][OH:18])[CH2:11][CH2:12][CH2:13][CH3:14]>>[Cl-:1].[CH2:11]([N+:10]([CH2:15][CH:16]([OH:19])[CH2:17][OH:18])([CH2:9][CH:8]([OH:7])[CH2:20][OH:21])[CH2:2][CH:3]([OH:6])[CH2:4][OH:5])[CH2:12][CH2:13][CH3:14] |f:2.3|. Reported procedure: A fresh quantity of 66.3 g (0.6 mole) of 1-chloro-2,3-propanediol was added to the unpurified bis(2,3-dihydroxypropyl)-n-butylamine. These reagents were then brought to a temperature of 100° C. for 26 hours. Separation of the ammonium salt form was carried out in a methanolic medium with the aid of a cation exchange resin (Bio-Rad AG 50W-X8). In this way, 21.9 g of n-butyl-tris(2,3-dihydroxypropyl)ammonium chloride were obtained. The reactants are O=C(CBr)c1ccc([N+](=O)[O-])cc1, CCO, [N-]=[N+]=[N-], [Na+], C1CCOC1, O. Yields the product [N-]=[N+]=NCC(=O)c1ccc([N+](=O)[O-])cc1. RXN SMILES: [Br:1][CH2:2][C:3](=[O:4])[c:5]1[cH:6][cH:7][c:8]([N+:11](=[O:12])[O-:13])[cH:9][cH:10]1.[CH3:23][CH2:24][OH:25].[N-:15]=[N+:16]=[N-:17].[Na+:14].[O:18]1[CH2:19][CH2:20][CH2:21][CH2:22]1.[OH2:26]>>[CH2:2]([C:3](=[O:4])[c:5]1[cH:6][cH:7][c:8]([N+:11](=[O:12])[O-:13])[cH:9][cH:10]1)[N:15]=[N+:16]=[N-:17]. Solvent: C(C)O (ethanol). Starting materials: S1C2=C(C=C1)C(=CC=C2)N2CCN(CC2)CCCOC2=CC=C1CCN(C(C1=C2)=O)C (7-[3-(4-benzo[b]thiophen-4-yl-piperazin-1-yl)propoxy]-2-methyl-3,4-dihydro-2H-isoquinolin-1-one), C(C)O.Cl (hydrochloric acid ethanol). As a reaction SMILES: [S:1]1[CH:5]=[CH:4][C:3]2[C:6]([N:10]3[CH2:15][CH2:14][N:13]([CH2:16][CH2:17][CH2:18][O:19][C:20]4[CH:29]=[C:28]5[C:23]([CH2:24][CH2:25][N:26]([CH3:31])[C:27]5=[O:30])=[CH:22][CH:21]=4)[CH2:12][CH2:11]3)=[CH:7][CH:8]=[CH:9][C:2]1=2.C(O)C.[ClH:35]>C(O)C>[ClH:35].[S:1]1[CH:5]=[CH:4][C:3]2[C:6]([N:10]3[CH2:11][CH2:12][N:13]([CH2:16][CH2:17][CH2:18][O:19][C:20]4[CH:29]=[C:28]5[C:23]([CH2:24][CH2:25][N:26]([CH3:31])[C:27]5=[O:30])=[CH:22][CH:21]=4)[CH2:14][CH2:15]3)=[CH:7][CH:8]=[CH:9][C:2]1=2 |f:1.2,4.5|. Product: Cl.S1C2=C(C=C1)C(=CC=C2)N2CCN(CC2)CCCOC2=CC=C1CCN(C(C1=C2)=O)C (7-[3-(4-benzo[b]thiophen-4-yl-piperazin-1-yl)propoxy]-2-methyl-3,4-dihydro-2H-isoquinolin-1-one hydrochloride). Reported procedure: After 7-[3-(4-benzo[b]thiophen-4-yl-piperazin-1-yl)propoxy]-2-methyl-3,4-dihydro-2H-isoquinolin-1-one was made into an ethanol solution, 1N hydrochloric acid ethanol solution was added thereto, precipitated crystals were separated by filtration, recrystallized from ethanol and thereby 7-[3-(4-benzo[b]thiophen-4-yl-piperazin-1-yl)propoxy]-2-methyl-3,4-dihydro-2H-isoquinolin-1-one hydrochloride was obtained in the form of a white powder. Reactants: CO.C(C)(=O)OCC (methanol ethyl acetate), COC=1C=C(C(=O)N2CC(CC2)(CCOS(=O)(=O)C)C2=CC=C(C=C2)Cl)C=C(C1OC)OC (1-(3,4,5-trimethoxybenzoyl)-3-(4-chlorophenyl)-3-(2-methanesulfonyloxyethyl)pyrrolidine), I.C(C)OCCN1C(=NC2=C1C=CC=C2)N2CCNCCC2 (4-(1-(2-ethoxyethyl)-1H-benzimidazol-2-yl)[1,4]diazepane hydriodic acid salt), C(C)(C)N(C(C)C)CC (N,N-diisopropylethylamine). Solvent: C(C)#N (acetonitrile), C(C)(=O)OCC (ethyl acetate). Reaction conditions: time 20 hour. The product is COC=1C=C(C(=O)N2CC(CC2)(C2=CC=C(C=C2)Cl)CCN2CCN(CCC2)C2=NC3=C(N2CCOCC)C=CC=C3)C=C(C1OC)OC (1-(3,4,5-Trimethoxybenzoyl)-3-(2-(4-(1-(2-ethoxyethyl)-1H-benzimidazol-2-yl)[1,4]diazepan-1-yl)ethyl)-3-(4-chlorophenyl)pyrrolidine). As a reaction SMILES: [CH3:1][O:2][C:3]1[CH:4]=[C:5]([CH:27]=[C:28]([O:32][CH3:33])[C:29]=1[O:30][CH3:31])[C:6]([N:8]1[CH2:12][CH2:11][C:10]([C:20]2[CH:25]=[CH:24][C:23]([Cl:26])=[CH:22][CH:21]=2)([CH2:13][CH2:14]OS(C)(=O)=O)[CH2:9]1)=[O:7].I.[CH2:35]([O:37][CH2:38][CH2:39][N:40]1[C:44]2[CH:45]=[CH:46][CH:47]=[CH:48][C:43]=2[N:42]=[C:41]1[N:49]1[CH2:55][CH2:54][CH2:53][NH:52][CH2:51][CH2:50]1)[CH3:36].C(N(CC)C(C)C)(C)C.CO.C(OCC)(=O)C>C(#N)C.C(OCC)(=O)C>[CH3:33][O:32][C:28]1[CH:27]=[C:5]([CH:4]=[C:3]([O:2][CH3:1])[C:29]=1[O:30][CH3:31])[C:6]([N:8]1[CH2:12][CH2:11][C:10]([CH2:13][CH2:14][N:52]2[CH2:53][CH2:54][CH2:55][N:49]([C:41]3[N:40]([CH2:39][CH2:38][O:37][CH2:35][CH3:36])[C:44]4[CH:45]=[CH:46][CH:47]=[CH:48][C:43]=4[N:42]=3)[CH2:50][CH2:51]2)([C:20]2[CH:21]=[CH:22][C:23]([Cl:26])=[CH:24][CH:25]=2)[CH2:9]1)=[O:7] |f:1.2,4.5|. Procedure details: Combine 1-(3,4,5-trimethoxybenzoyl)-3-(4-chlorophenyl)-3-(2-methanesulfonyloxyethyl)pyrrolidine (1.0 g, 2.0 mmol), 4-(1-(2-ethoxyethyl)-1H-benzimidazol-2-yl)[1,4]diazepane hydriodic acid salt (1.2 g, 2.2 mmol), and N,N-diisopropylethylamine (1.4 mL, 8.1 mmol) in acetonitrile (60 mL). Heat to reflux. After 20 hours, cool and dilute the reaction mixture with ethyl acetate. Extract three times with a saturated aqueous sodium bicarbonate solution, and then brine. Dry the organic layer over Na2SO4, f...